Dataset: the Open Reaction Database (ORD), a public repository of structured organic reaction records. Task: describe an organic reaction: reactants, conditions, products, and yield Starting materials: COC(=O)N1CC[C@@H]2[C@](CCC[C@H]12)(C#CC=1C=C(C=CC1)C)O ((3aS,4R,7aS)-4-hydroxy-4-m-tolylethynyl-octahydro-indole-1-carboxylic acid methyl ester), FC(C=1C=C(C=CC1)CC(=O)O)(F)F ((3-trifluoromethyl-phenyl)-acetic acid). Product: C1(=CC(=CC=C1)C#C[C@]1([C@@H]2CCN([C@@H]2CCC1)C(=O)OC)OC(CC1=CC(=CC=C1)C(F)(F)F)=O)C ((3aR,4S,7aR)-methyl 4-(m-tolylethynyl)-4-(2-(3-(trifluoromethyl)phenyl)acetoxy)octahydro-1H-indole-1-carboxylate). As a reaction SMILES: [CH3:1][O:2][C:3]([N:5]1[C@@H:13]2[C@@H:8]([C@@:9]([OH:23])([C:14]#[C:15][C:16]3[CH:17]=[C:18]([CH3:22])[CH:19]=[CH:20][CH:21]=3)[CH2:10][CH2:11][CH2:12]2)[CH2:7][CH2:6]1)=[O:4].[F:24][C:25]([F:37])([F:36])[C:26]1[CH:27]=[C:28]([CH2:32][C:33](O)=[O:34])[CH:29]=[CH:30][CH:31]=1>>[C:18]1([CH3:22])[CH:19]=[CH:20][CH:21]=[C:16]([C:15]#[C:14][C@:9]2([O:23][C:33](=[O:34])[CH2:32][C:28]3[CH:29]=[CH:30][CH:31]=[C:26]([C:25]([F:36])([F:24])[F:37])[CH:27]=3)[CH2:10][CH2:11][CH2:12][C@@H:13]3[C@H:8]2[CH2:7][CH2:6][N:5]3[C:3]([O:2][CH3:1])=[O:4])[CH:17]=1. Procedure details: Synthesis in analogy to the General Method 1 starting from (3aS,4R,7aS)-4-hydroxy-4-m-tolylethynyl-octahydro-indole-1-carboxylic acid methyl ester and (3-trifluoromethyl-phenyl)-acetic acid to yield (3aR,4S,7aR)-methyl 4-(m-tolylethynyl)-4-(2-(3-(trifluoromethyl)phenyl)acetoxy)octahydro-1H-indole-1-carboxylate. MS [M+H]=296 (ester elimination ion); RT=8.365 min; LCMS Method III Starting materials: BrCCCCCCCBr (1,7-dibromoheptane), C1(=CC=CC=C1)[Li] (phenyllithium). The solvent is C1CCOC1 (THF), cyclohexane-ether. Conditions: time 3 hour. The product is BrCCCCCCCC1=CC=CC=C1 (1-bromo-7-phenylheptane). Isolated yield 49.0%. As a reaction SMILES: Br[CH2:2][CH2:3][CH2:4][CH2:5][CH2:6][CH2:7][CH2:8][Br:9].[C:10]1([Li])[CH:15]=[CH:14][CH:13]=[CH:12][CH:11]=1>C1COCC1>[Br:9][CH2:8][CH2:7][CH2:6][CH2:5][CH2:4][CH2:3][CH2:2][C:10]1[CH:15]=[CH:14][CH:13]=[CH:12][CH:11]=1. Procedure details: To a stirred solution of 1,7-dibromoheptane (49 g, 0.18 mol) (Aldrich) in THF (300 ml), at -30° C. to -40° C., under N2, was added, dropwise, during 3 h, a solution of phenyllithium (15 g, 0.18 mol) in cyclohexane-ether (2.0M solution, Aldrich). The reaction was allowed to stir at -10° C. to -20° C. for 3 h and at room temperature overnight. After slow, careful dilution with H2O (50 ml), the aqueous layer was extracted with Et2O (2×150 ml). The extracts and the organic layer were combined, dried... Reactants: CN1C(CC[C@@]2(C3=C(CC[C@@H]12)C=C(C=C3)O)C)=O ((+)-(4aR)-(10bR)-4-methyl-8-hydroxy-10b-methyl-1,2,3,4,4a,-5,6,10b-octahydrobenzo[f]quinolin-3-one), ClC1=NC2=CC=CC=C2C=C1 (2-chloroquinoline), [OH-].[Na+] (sodium hydroxide), C1(=CC=CC=C1)C (toluene). Reagents/catalysts: [Cl-].C(CCC)[N+](CCCC)(CCCC)CCCC (tetrabutylammonium chloride). Run in O (water). Yields the product CN1C(CC[C@@]2(C3=C(CC[C@@H]12)C=C(C=C3)OC3=NC1=CC=CC=C1C=C3)C)=O ((+)-(4aR)-(10bR)-4-methyl-8-(2-quinolinyloxy)-10b-methyl-1,2,3,4,4a,5,6,10b-octahydrobenzo[f]quinolin-3-one). Yield: 11.4%. Reaction SMILES: [CH3:1][N:2]1[C@H:11]2[C@@:6]([CH3:17])([C:7]3[CH:15]=[CH:14][C:13]([OH:16])=[CH:12][C:8]=3[CH2:9][CH2:10]2)[CH2:5][CH2:4][C:3]1=[O:18].Cl[C:20]1[CH:29]=[CH:28][C:27]2[C:22](=[CH:23][CH:24]=[CH:25][CH:26]=2)[N:21]=1.[OH-].[Na+].C1(C)C=CC=CC=1>[Cl-].C([N+](CCCC)(CCCC)CCCC)CCC.O>[CH3:1][N:2]1[C@H:11]2[C@@:6]([CH3:17])([C:7]3[CH:15]=[CH:14][C:13]([O:16][C:20]4[CH:29]=[CH:28][C:27]5[C:22](=[CH:23][CH:24]=[CH:25][CH:26]=5)[N:21]=4)=[CH:12][C:8]=3[CH2:9][CH2:10]2)[CH2:5][CH2:4][C:3]1=[O:18] |f:2.3,5.6|. Reported procedure: A 50 mL round bottom flask was charged with (+)-(4aR)-(10bR)-4-methyl-8-hydroxy-10b-methyl-1,2,3,4,4a,-5,6,10b-octahydrobenzo[f]quinolin-3-one (300 mg, 1.22 mmol), tetrabutylammonium chloride (339 mg, 1.22 mmol), 2-chloroquinoline (200 mg, 1.22 mmol), 4 mL of 50% sodium hydroxide solution, and 4 mL of toluene, fitted with a reflux condenser, and the stirred mixture was heated at 100°, under nitrogen, for 24 h. The mixture was cooled, diluted with water (50 mL) and extracted with chloroform (3×10... The reactants are OCCC=1N=C(SC1)NC(OC(C)(C)C)=O (tert-butyl 4-(2-hydroxyethyl)-1,3-thiazol-2-ylcarbamate), O1CCCC=C1 (3,4-dihydro-2H-pyran), [NH+]1=CC=CC=C1.C1(=CC=C(C=C1)S(=O)(=O)O)C (pyridinium p-toluenesulfonic acid). The solvent is ClCCl (dichloromethane), ClCCl (dichloromethane). Reaction conditions: time 8 hour. Yields the product O1CCC(CC1)OCCC=1N=C(SC1)NC(OC(C)(C)C)=O (tert-butyl 4-[2-(tetrahydro-2H-pyran-4-yloxy)ethyl]-1,3-thiazol-2-ylcarbamate). Yield: 82.2%. Reaction SMILES: [OH:1][CH2:2][CH2:3][C:4]1[N:5]=[C:6]([NH:9][C:10](=[O:16])[O:11][C:12]([CH3:15])([CH3:14])[CH3:13])[S:7][CH:8]=1.[O:17]1[CH:22]=[CH:21][CH2:20][CH2:19][CH2:18]1.[NH+]1C=CC=CC=1.C1(C)C=CC(S(O)(=O)=O)=CC=1>ClCCl>[O:17]1[CH2:22][CH2:21][CH:20]([O:1][CH2:2][CH2:3][C:4]2[N:5]=[C:6]([NH:9][C:10](=[O:16])[O:11][C:12]([CH3:13])([CH3:15])[CH3:14])[S:7][CH:8]=2)[CH2:19][CH2:18]1 |f:2.3|. Procedure details: To a solution of Example 3B (6.3 g, 27.4 mmol) in dichloromethane (100 mL) were added commercially available 3,4-dihydro-2H-pyran (purchased from Aldrich) (21 g, 250 mmol) and pyridinium-p-toluenesulfonic acid (purchased from Aldrich) (3.5 g, 14.0 mmol). The reaction mixture was stirred overnight at room temperature and then diluted with dichloromethane, washed with water, dried (Na2SO4), filtered and concentrated. The residue was purified by column chromatography using an Analogix® IT280™ (SiO2... Reactants: Formula 19, [N+](=O)([O-])C1=CC=C(C=C1)CC(=O)O (4-nitrophenylacetic acid), [N+](=O)([O-])C1=CC=C(C=C1)CC(=O)O (4-nitrophenylacetic acid), C(C)(=O)O (acetic acid). Run at temperature 50 celsius, time 7 day. The product is OC1=CC=C(C=C1)C=CC1=CC=C(C=C1)[N+](=O)[O-] (4-hydroxy-4'-nitrostilbene). Reaction SMILES: [N+:1]([C:4]1[CH:9]=[CH:8][C:7]([CH2:10][C:11](O)=O)=[CH:6][CH:5]=1)([O-:3])=[O:2].[C:14]([OH:17])(=O)[CH3:15]>>[OH:17][C:14]1[CH:15]=[CH:6][C:5]([CH:11]=[CH:10][C:7]2[CH:6]=[CH:5][C:4]([N+:1]([O-:3])=[O:2])=[CH:9][CH:8]=2)=[CH:4][CH:9]=1. Procedure: The Schiffs base of Formula 19 (807 g, 4.098 m) , 4-nitrophenylacetic acid (Formula 20, 742 g, 4.098 m), and glacial acetic acid (3.5 liters) were charged into a 12 liter, 4 necked flask, fitted with a reflux condenser, a mechanical stirrer, and a long thermometer, and provided with an argon atmosphere. The mixture was heated to about 50° C., and stirred for about 7 days at that temperature, during when an orange solid formed in the reaction. After that period, the mixture was refluxed for about... Starting materials: CO, O=Cc1ccc(C=CC(=O)O)cc1, O=S(=O)(O)O. The product is COC(=O)C=Cc1ccc(C=O)cc1. RXN SMILES: [CH3:19][OH:20].[CH:1](=[O:2])[c:3]1[cH:4][cH:5][c:6]([CH:9]=[CH:10][C:11](=[O:12])[OH:13])[cH:7][cH:8]1.[S:14](=[O:15])(=[O:16])([OH:17])[OH:18]>>[CH:1](=[O:2])[c:3]1[cH:4][cH:5][c:6]([CH:9]=[CH:10][C:11](=[O:12])[O:13][CH3:19])[cH:7][cH:8]1. Starting materials: C(=O)(C(F)(F)F)O (TFA), COC1=CC=C(C=N1)NC1=C(C=C(C=N1)CN1CCN(CC1)C(=O)OC(C)(C)C)C1=C2N=CN(C2=NC(=N1)C)C1OCCCC1 (tert-butyl 4-((6-(6-methoxypyridin-3-ylamino)-5-(2-methyl-9-(tetrahydro-2H-pyran-2-yl)-9H-purin-6-yl)pyridin-3-yl)methyl)piperazine-1-carboxylate), C(Cl)Cl (DCM). Run at time 1 hour. The product is COC1=CC=C(C=N1)NC1=NC=C(C=C1C1=C2N=CNC2=NC(=N1)C)CN1CCNCC1 (N-(6-methoxypyridin-3-yl)-3-(2-methyl-9H-purin-6-yl)-5-(piperazin-1-ylmethyl)pyridin-2-amine). As a reaction SMILES: C(O)(C(F)(F)F)=O.[CH3:8][O:9][C:10]1[N:15]=[CH:14][C:13]([NH:16][C:17]2[N:22]=[CH:21][C:20]([CH2:23][N:24]3[CH2:29][CH2:28][N:27](C(OC(C)(C)C)=O)[CH2:26][CH2:25]3)=[CH:19][C:18]=2[C:37]2[N:45]=[C:44]([CH3:46])[N:43]=[C:42]3[C:38]=2[N:39]=[CH:40][N:41]3C2CCCCO2)=[CH:12][CH:11]=1.C(Cl)Cl>>[CH3:8][O:9][C:10]1[N:15]=[CH:14][C:13]([NH:16][C:17]2[C:18]([C:37]3[N:45]=[C:44]([CH3:46])[N:43]=[C:42]4[C:38]=3[N:39]=[CH:40][NH:41]4)=[CH:19][C:20]([CH2:23][N:24]3[CH2:25][CH2:26][NH:27][CH2:28][CH2:29]3)=[CH:21][N:22]=2)=[CH:12][CH:11]=1. Procedure: TFA (3.00 mL, 38.9 mmol) was added to a stirred mixture of tert-butyl 4-((6-(6-methoxypyridin-3-ylamino)-5-(2-methyl-9-(tetrahydro-2H-pyran-2-yl)-9H-purin-6-yl)pyridin-3-yl)methyl)piperazine-1-carboxylate (155 mg, 0.252 mmol) in DCM (3 mL, 46.6 mmol) and the mixture was stirred at room temperature for 1 h. The reaction mixture was concentrated and then diluted with DCM, NaHCO3 (aq) and water (10 mL each). The separated aqueous layer was extracted with DCM (3×10 mL) and the combined organic layer... The reactants are Cl.C1(CC1)COC1=C(C=CC(=C1)F)C=1C2=C(N=CN1)C(=C(N2)C)C(=O)N[C@@H]2CNC[C@H]2O (4-[2-(Cyclopropylmethoxy)-4-fluorophenyl]-N-[(3R*,4R*)-4-hydroxypyrrolidin-3-yl]-6-methyl-5H-pyrrolo[3,2-d]pyrimidine-7-carboxamide hydrochloride), C(CC)(=O)Cl (propionyl chloride). The product is C1(CC1)COC1=C(C=CC(=C1)F)C=1C2=C(N=CN1)C(=C(N2)C)C(=O)N[C@@H]2CN(C[C@H]2O)C(CC)=O (4-[2-(Cyclopropylmethoxy)-4-fluorophenyl]-N-[(3R*,4R*)-4-hydroxy-1-propanoylpyrrolidin-3-yl]-6-methyl-5H-pyrrolo[3,2-d]pyrimidine-7-carboxamide). As a reaction SMILES: Cl.[CH:2]1([CH2:5][O:6][C:7]2[CH:12]=[C:11]([F:13])[CH:10]=[CH:9][C:8]=2[C:14]2[C:15]3[NH:22][C:21]([CH3:23])=[C:20]([C:24]([NH:26][C@H:27]4[C@H:31]([OH:32])[CH2:30][NH:29][CH2:28]4)=[O:25])[C:16]=3[N:17]=[CH:18][N:19]=2)[CH2:4][CH2:3]1.[C:33](Cl)(=[O:36])[CH2:34][CH3:35]>>[CH:2]1([CH2:5][O:6][C:7]2[CH:12]=[C:11]([F:13])[CH:10]=[CH:9][C:8]=2[C:14]2[C:15]3[NH:22][C:21]([CH3:23])=[C:20]([C:24]([NH:26][C@H:27]4[C@H:31]([OH:32])[CH2:30][N:29]([C:33](=[O:36])[CH2:34][CH3:35])[CH2:28]4)=[O:25])[C:16]=3[N:17]=[CH:18][N:19]=2)[CH2:4][CH2:3]1 |f:0.1|. Reported procedure: Starting from 4-[2-(cyclopropylmethoxy)-4-fluorophenyl]-N-[(3R*,4R*)-4-hydroxypyrrolidin-3-yl]-6-methyl-5H-pyrrolo[3,2-d]pyrimidine-7-carboxamide hydrochloride (example D.f10) and commercially available propionyl chloride the title compound is obtained as colorless solid.